This data is from the Open Reaction Database (ORD), a public repository of structured organic reaction records. The task is: describe an organic reaction: reactants, conditions, products, and yield Starting materials: CCc1ccc(CCOc2cccc(OCc3cccc(C)c3C(=O)OC)c2)nc1, CS(C)=O. Product: CCc1ccc(CCOc2cccc(OCc3cccc(C)c3C(=O)O)c2)nc1. As a reaction SMILES: [CH2:1]([CH3:2])[c:3]1[cH:4][cH:5][c:6]([CH2:9][CH2:10][O:11][c:12]2[cH:13][c:14]([O:15][CH2:16][c:17]3[c:18]([C:19](=[O:20])[O:21][CH3:22])[c:23]([CH3:27])[cH:24][cH:25][cH:26]3)[cH:28][cH:29][cH:30]2)[n:7][cH:8]1.[CH3:31][S:32]([CH3:33])=[O:34]>>[CH2:1]([CH3:2])[c:3]1[cH:4][cH:5][c:6]([CH2:9][CH2:10][O:11][c:12]2[cH:13][c:14]([O:15][CH2:16][c:17]3[c:18]([C:19](=[O:20])[OH:21])[c:23]([CH3:27])[cH:24][cH:25][cH:26]3)[cH:28][cH:29][cH:30]2)[n:7][cH:8]1.